This data is from the Open Reaction Database (ORD), a public repository of structured organic reaction records. The task is: describe an organic reaction: reactants, conditions, products, and yield Reactants: C(C)(C)(C)OC(=O)N1C2C1CC1=CC=CC=C21 ((±) N-tert-butoxycarbonyl-1,2-iminoindane), C(C1=CC=CC=C1)OC1=CC=C(C=C1)O (4-benzyloxyphenol). Reagents/catalysts: C1(=CC=C(C=C1)S(=O)(=O)[O-])C.[NH+]1=CC=CC=C1 (pyridinium p-toluenesulfonate). Solvent: C(Cl)(Cl)Cl (chloroform), C(Cl)(Cl)Cl (chloroform). Product: C(C1=CC=CC=C1)OC1=CC=C(O[C@H]2[C@H](CC3=CC=CC=C23)NC(=O)OC(C)(C)C)C=C1 ((±)cis-1-(4Benzyloxyphenoxy)-2-tert-butoxycarbonylaminoindane). Yield: 38.6%. As a reaction SMILES: [C:1]([O:5][C:6]([N:8]1[CH:10]2[CH2:11][C:12]3[C:17]([CH:9]12)=[CH:16][CH:15]=[CH:14][CH:13]=3)=[O:7])([CH3:4])([CH3:3])[CH3:2].[CH2:18]([O:25][C:26]1[CH:31]=[CH:30][C:29]([OH:32])=[CH:28][CH:27]=1)[C:19]1[CH:24]=[CH:23][CH:22]=[CH:21][CH:20]=1>C(Cl)(Cl)Cl.C1(C)C=CC(S([O-])(=O)=O)=CC=1.[NH+]1C=CC=CC=1>[CH2:18]([O:25][C:26]1[CH:27]=[CH:28][C:29]([O:32][C@@H:9]2[C:17]3[C:12](=[CH:13][CH:14]=[CH:15][CH:16]=3)[CH2:11][C@@H:10]2[NH:8][C:6]([O:5][C:1]([CH3:4])([CH3:3])[CH3:2])=[O:7])=[CH:30][CH:31]=1)[C:19]1[CH:20]=[CH:21][CH:22]=[CH:23][CH:24]=1 |f:3.4|. Procedure: The title compound was prepared in a similar manner to Preparation 18 from (±) N-tert-butoxycarbonyl-1,2-iminoindane (5 g, 21.6 mmol), 4-benzyloxyphenol (4.3 g, 21.6 mmol), pyridinium p-toluenesulfonate (100 mg) and chloroform (150 ml). After a reaction time of 3 h, the reaction was diluted with chloroform (100 ml) then washed sequentially with water and brine. After drying over sodium sulfate, volatiles were removed in vacuo and the residue subjected to column chromatography on silica gel eluti...